From a dataset of the Open Reaction Database (ORD), a public repository of structured organic reaction records. describe an organic reaction: reactants, conditions, products, and yield Reactants: ClC1=CC2=C(OC(OC2)(C)C)C(=C1)C(O)C=1N=CN(C1)C (alpha-(6-chloro-2,2-dimethyl-4H-1,3-benzodioxin-8-yl)-1-methyl-1H-imidazole-4-methanol). Reagents/catalysts: [Pd] (palladium on carbon). Solvent: CO (methanol). Product: Cl.CC1(OCC2=C(O1)C(=CC=C2)C(O)C=2N=CN(C2)C)C (alpha-(2,2-Dimethyl-4H-1,3-benzodioxin-8-yl)-1-methyl-1H-imidazole-4-methanol hydrochloride). RXN SMILES: [Cl:1][C:2]1[CH:13]=[C:12]([CH:14]([C:16]2[N:17]=[CH:18][N:19]([CH3:21])[CH:20]=2)[OH:15])[C:5]2[O:6][C:7]([CH3:11])([CH3:10])[O:8][CH2:9][C:4]=2[CH:3]=1>CO.[Pd]>[ClH:1].[CH3:10][C:7]1([CH3:11])[O:6][C:5]2[C:12]([CH:14]([C:16]3[N:17]=[CH:18][N:19]([CH3:21])[CH:20]=3)[OH:15])=[CH:13][CH:2]=[CH:3][C:4]=2[CH2:9][O:8]1 |f:3.4|. Reported procedure: 15.88 g of alpha-(6-chloro-2,2-dimethyl-4H-1,3-benzodioxin-8-yl)-1-methyl-1H-imidazole-4-methanol (prepared as in 4. above), dissolved in 160 ml of methanol, are subjected to hydrogenolysis in the presence of 3 g of 10% palladium on carbon under a hydrogen pressure of 3.5 bars at 50° C. for 150 minutes. The catalyst is then filtered off, the solvent is removed and the residue is stirred in diethyl ether. The ethereal phase is decanted off and the residue obtained is used as such in the following...